This data is from the Open Reaction Database (ORD), a public repository of structured organic reaction records. The task is: describe an organic reaction: reactants, conditions, products, and yield Starting materials: C(C1=CC=CC=C1)C1=NNC(C2=CC(=CC=C12)OC)=O (4-benzyl-7-methoxy-2H-phthalazin-1-one), P(=O)(Cl)(Cl)Cl (phosphoryl chloride). Yields the product C(C1=CC=CC=C1)C1=NN=C(C2=CC(=CC=C12)OC)Cl (4-Benzyl-1-chloro-7-methoxyphthalazine). Reaction SMILES: [CH2:1]([C:8]1[C:17]2[C:12](=[CH:13][C:14]([O:18][CH3:19])=[CH:15][CH:16]=2)[C:11](=O)[NH:10][N:9]=1)[C:2]1[CH:7]=[CH:6][CH:5]=[CH:4][CH:3]=1.P(Cl)(Cl)([Cl:23])=O>>[CH2:1]([C:8]1[C:17]2[C:12](=[CH:13][C:14]([O:18][CH3:19])=[CH:15][CH:16]=2)[C:11]([Cl:23])=[N:10][N:9]=1)[C:2]1[CH:7]=[CH:6][CH:5]=[CH:4][CH:3]=1. Procedure: This compound is obtained according to the procedure described in 1.3. by reacting 4-benzyl-7-methoxy-2H-phthalazin-1-one with phosphoryl chloride. Reactants: BrC1=CC=CC(=N1)C=O (6-bromopyridine-2-carbaldehyde), C1(=CC=CC=C1)N(C(OC(C)(C)C)=O)CC1=C(C2=CC=CC=C2C=C1)B1OC(C(O1)(C)C)(C)C (tert-butyl phenyl{[1-(4,4,5,5-tetramethyl-1,3,2-dioxaborolan-2-yl)-2-naphthyl]methyl}carbamate), Na2CO3(H2O)1. Reagents/catalysts: C=1C=CC(=CC1)[P](C=2C=CC=CC2)(C=3C=CC=CC3)[Pd]([P](C=4C=CC=CC4)(C=5C=CC=CC5)C=6C=CC=CC6)([P](C=7C=CC=CC7)(C=8C=CC=CC8)C=9C=CC=CC9)[P](C=1C=CC=CC1)(C=1C=CC=CC1)C=1C=CC=CC1 (Pd(PPh3)4). Solvent: C1(=CC=CC=C1)C (toluene), CO (methanol), O (water). Product: C(=O)C1=CC=CC(=N1)C1=C(C=CC2=CC=CC=C12)CN(C(OC(C)(C)C)=O)C1=CC=CC=C1 (tert-Butyl {[1-(6-formylpyridin-2-yl)-2-naphthyl]methyl}phenylcarbamate). Reaction SMILES: Br[C:2]1[N:7]=[C:6]([CH:8]=[O:9])[CH:5]=[CH:4][CH:3]=1.[C:10]1([N:16]([CH2:24][C:25]2[CH:34]=[CH:33][C:32]3[C:27](=[CH:28][CH:29]=[CH:30][CH:31]=3)[C:26]=2B2OC(C)(C)C(C)(C)O2)[C:17](=[O:23])[O:18][C:19]([CH3:22])([CH3:21])[CH3:20])[CH:15]=[CH:14][CH:13]=[CH:12][CH:11]=1>CO.O.C1(C)C=CC=CC=1.C1C=CC([P]([Pd]([P](C2C=CC=CC=2)(C2C=CC=CC=2)C2C=CC=CC=2)([P](C2C=CC=CC=2)(C2C=CC=CC=2)C2C=CC=CC=2)[P](C2C=CC=CC=2)(C2C=CC=CC=2)C2C=CC=CC=2)(C2C=CC=CC=2)C2C=CC=CC=2)=CC=1>[CH:8]([C:6]1[N:7]=[C:2]([C:26]2[C:27]3[C:32](=[CH:31][CH:30]=[CH:29][CH:28]=3)[CH:33]=[CH:34][C:25]=2[CH2:24][N:16]([C:10]2[CH:15]=[CH:14][CH:13]=[CH:12][CH:11]=2)[C:17](=[O:23])[O:18][C:19]([CH3:22])([CH3:20])[CH3:21])[CH:3]=[CH:4][CH:5]=1)=[O:9] |^1:57,59,78,97|. Reported procedure: A solution of 24.3 g (84.8 mmol) of Na2CO3(H2O)1 in a mixture of 120 ml of methanol and 450 ml of water was added to a mixture of 6.30 g (33.9 mmol) of 6-bromopyridine-2-carbaldehyde, 15.6 g (33.9 mmol) of tert-butyl phenyl{[1-(4,4,5,5-tetramethyl-1,3,2-dioxaborolan-2-yl)-2-naphthyl]methyl}carbamate and 1.96 g (1.70 mmol) of Pd(PPh3)4 in 600 ml of toluene by vigorous stirring at room temperature. The resulting mixture was stirred at 80° C. for 12 h. Further on, this mixture was cooled to room te... Starting materials: [Si](C)(C)(C(C)(C)C)O[C@@H]([C@H](CC1=CC(=CC(=C1)F)F)NC(C1=CC(=CC=C1)C(N)=O)=O)[C@@H]1N(CC(C1)(C1=CC=CC=C1)O)C(=O)OC(C)(C)C ((2R)-tert-butyl 2-((1S,2S)-1-(tert-butyldimethylsilyloxy)-2-(3-(carbamoyl)benzamido)-3-(3,5-difluorophenyl)propyl)-4-hydroxy-4-phenylpyrrolidine-1-carboxylate), N1-((1R,2 S)-3-(3,5-Difluorophenyl)-1-hydroxy-1-((2R,4R)-4-propoxypyrrolidin-2-yl)propran-2-yl)-N3-(1-(4-fluorophenyl)ethyl)isophthalamide, [Si](C)(C)(C(C)(C)C)O[C@@H]([C@H](CC1=CC(=CC(=C1)F)F)NC(C1=CC(=CC(=C1)C=1OC=CN1)C(=O)N1[C@H](CCC1)COC)=O)[C@@H]1N(C[C@@H](C1)OCCC)C(=O)OC(C)(C)C ((2R,4R)-tert-butyl 2-((1S,2S)-1-(tert-butyldimethylsilyloxy)-3-(3,5-difluorophenyl)-2-(3-((R)-2-(methoxymethyl)pyrrolidine-1-carbonyl)-5-(oxazol-2-yl)benzamido)propyl)-4-propoxypyrrolidine-1-carboxylate). The reagents and catalysts are O (H2O). Run in Cl (HCl). Run at time 1 hour. Yields the product FC=1C=C(C=C(C1)F)C[C@@H]([C@@H]([C@@H]1NC[C@@H](C1)OCCC)O)NC(C1=CC(C(=O)NC(C)C2=CC=C(C=C2)F)=CC=C1)=O (N1-((1R,2S)-3-(3,5-difluorophenyl)-1-hydroxy-1-((2R,4R)-4-propoxypyrrolidin-2-yl)propan-2-yl)-N3-(1-(4-fluorophenyl)ethyl)isophthalamide). As a reaction SMILES: [Si](O[C@H:9]([C@H]1CC(O)(C2C=CC=CC=2)CN1C(OC(C)(C)C)=O)[C@@H:10]([NH:20][C:21](=[O:31])[C:22]1[CH:27]=[CH:26][CH:25]=[C:24]([C:28](=[O:30])[NH2:29])[CH:23]=1)[CH2:11][C:12]1[CH:17]=[C:16]([F:18])[CH:15]=[C:14](F)C=1)(C(C)(C)C)(C)C.[Si]([O:58][C@H:59]([C@H:94]1[CH2:98][C@@H:97]([O:99][CH2:100][CH2:101][CH3:102])[CH2:96][N:95]1C(OC(C)(C)C)=O)[C@@H:60](NC(=O)C1C=C(C2OC=CN=2)C=C(C(N2CCC[C@@H]2COC)=O)C=1)[CH2:61][C:62]1[CH:67]=[C:66]([F:68])[CH:65]=[C:64]([F:69])[CH:63]=1)(C(C)(C)C)(C)C>Cl.O>[F:69][C:64]1[CH:63]=[C:62]([CH2:61][C@H:60]([NH:29][C:28](=[O:30])[C:24]2[CH:25]=[CH:26][CH:27]=[C:22]([C:21]([NH:20][CH:10]([C:11]3[CH:12]=[CH:17][C:16]([F:18])=[CH:15][CH:14]=3)[CH3:9])=[O:31])[CH:23]=2)[C@H:59]([OH:58])[C@H:94]2[CH2:98][C@@H:97]([O:99][CH2:100][CH2:101][CH3:102])[CH2:96][NH:95]2)[CH:67]=[C:66]([F:68])[CH:65]=1. Reported procedure: Step 16 (B): N1-((1R,2 S)-3-(3,5-Difluorophenyl)-1-hydroxy-1-((2R,4R)-4-propoxypyrrolidin-2-yl)propran-2-yl)-N3-(1-(4-fluorophenyl)ethyl)isophthalamide. The solution of (2R,4R)-tert-butyl 2-((1S,2S)-1-(tert-butyldimethylsilyoxy)-2-(3-(carbonyl)benzamido)-3-(3,5-difluorophenyl)propyl)-4-propoxypyrrolidine-1-carboxylate (Step 16 (A), 38 mg) in HCl (4.0 M solution in dioxane, 1 mL) was added 2 drops of H2O and the mixture was stirred at rt for 1 h. The solvent was removed and the mixture was purifi...